Dataset: the Open Reaction Database (ORD), a public repository of structured organic reaction records. Task: describe an organic reaction: reactants, conditions, products, and yield Reactants: C(C)(C)(C)OC(C(=O)OC)C1=C(C2=C(C(N1C)=O)NC=C2)C2=CC=C(C=C2)Cl (methyl 2-(tert-butoxy)-2-(4-(4-chlorophenyl)-6-methyl-7-oxo-6,7-dihydro-1H-pyrrolo[2,3-c]pyridin-5-yl)acetate), BrC(C)C1=CC=CC=C1 ((1-bromoethyl)benzene). Product: C(C)(C)(C)OC(C(=O)O)C1=C(C2=C(C(N1C)=O)N(C=C2)C(C)C2=CC=CC=C2)C2=CC=C(C=C2)Cl (2-(tert-butoxy)-2-(4-(4-chlorophenyl)-6-methyl-7-oxo-1-(1-phenylethyl)-6,7-dihydro-1H-pyrrolo[2,3-c]pyridin-5-yl)acetic acid), solid. Yield: 37.0%. RXN SMILES: [C:1]([O:5][CH:6]([C:11]1[N:16]([CH3:17])[C:15](=[O:18])[C:14]2[NH:19][CH:20]=[CH:21][C:13]=2[C:12]=1[C:22]1[CH:27]=[CH:26][C:25]([Cl:28])=[CH:24][CH:23]=1)[C:7]([O:9]C)=[O:8])([CH3:4])([CH3:3])[CH3:2].Br[CH:30]([C:32]1[CH:37]=[CH:36][CH:35]=[CH:34][CH:33]=1)[CH3:31]>>[C:1]([O:5][CH:6]([C:11]1[N:16]([CH3:17])[C:15](=[O:18])[C:14]2[N:19]([CH:30]([C:32]3[CH:37]=[CH:36][CH:35]=[CH:34][CH:33]=3)[CH3:31])[CH:20]=[CH:21][C:13]=2[C:12]=1[C:22]1[CH:23]=[CH:24][C:25]([Cl:28])=[CH:26][CH:27]=1)[C:7]([OH:9])=[O:8])([CH3:2])([CH3:4])[CH3:3]. Procedure: The title compound was prepared in a manner similar to that described in Example 2 from methyl 2-(tert-butoxy)-2-(4-(4-chlorophenyl)-6-methyl-7-oxo-6,7-dihydro-1H-pyrrolo[2,3-c]pyridin-5-yl)acetate and (1-bromoethyl)benzene and was isolated as a white solid (4.5 mg, 37% yield). 1H NMR (400 MHz, CHLOROFORM-d) ppm 7.65-7.58 (m, 1H), 7.50-7.44 (m, 2H), 7.44-7.38 (m, 1H), 7.38-7.28 (m, 4H), 7.18-7.12 (m, 1H), 7.12-7.04 (m, 1H), 6.02-5.96 (m, 1H), 5.34 (s, 1H), 4.58-4.22 (m, 1H), 3.69 (s, 3H), 1.93-1...